Task: describe an organic reaction: reactants, conditions, products, and yield. Dataset: the Open Reaction Database (ORD), a public repository of structured organic reaction records The reactants are OC=1C=C(CO)C=CC1 (3-Hydroxybenzyl alcohol), ClC1=NC=C(C=N1)Br (2-chloro-5-bromopyrimidine), C([O-])([O-])=O.[Cs+].[Cs+] (cesium carbonate). Solvent: CS(=O)C (DMSO). Conditions: temperature 110 celsius, time 16 hour. Yields the product BrC=1C=NC(=NC1)OC=1C=C(C=CC1)CO ((3-(5-Bromopyrimidin-2-yloxy)phenyl)methanol). Isolated yield 23.2%. RXN SMILES: [OH:1][C:2]1[CH:3]=[C:4]([CH:7]=[CH:8][CH:9]=1)[CH2:5][OH:6].Cl[C:11]1[N:16]=[CH:15][C:14]([Br:17])=[CH:13][N:12]=1.C(=O)([O-])[O-].[Cs+].[Cs+]>CS(C)=O>[Br:17][C:14]1[CH:13]=[N:12][C:11]([O:1][C:2]2[CH:3]=[C:4]([CH2:5][OH:6])[CH:7]=[CH:8][CH:9]=2)=[N:16][CH:15]=1 |f:2.3.4|. Reported procedure: 3-Hydroxybenzyl alcohol (1.50 g, 12.1 mmol) and 2-chloro-5-bromopyrimidine (2.57 g, 13.3 mmol) were suspended in DMSO (20 mL), treated with cesium carbonate (4.35 g, 13.4 mmol) and heated to 110° C. After 16 h, the reaction mixture was cooled and partitioned between water (200 mL) and heptane:ethyl acetate (1:1, 200 mL). The organic layer was separated and the aqueous was extracted again with heptane:ethyl acetate. The combined organic layers were dried over sodium sulfate, filtered and concentr... Starting materials: ClCC1=NC2=CC=CC=C2C=C1 (2-Chloromethylquinoline), hydrochloride salt, C1(=CC=CC=C1)O (phenol), C([O-])([O-])=O.[K+].[K+] (potassium carbonate), C1COCCOCCOCCOCCOCCO1 (18-crown-6), CCCCCC (hexane). The yield is 84.8%. As a reaction SMILES: [C:1]1([OH:7])[CH:6]=[CH:5][CH:4]=[CH:3][CH:2]=1.[C:8](=[O:11])([O-])[O-].[K+].[K+].C1OCCOCCOCCOCCOCCOC1.Cl[CH2:33][C:34]1[CH:43]=[CH:42][C:41]2[C:36](=[CH:37][CH:38]=[CH:39][CH:40]=2)[N:35]=1.[CH3:44][CH2:45][CH2:46]CCC>ClCCl.CO.C(#N)C>[N:35]1[C:36]2[C:41](=[CH:40][CH:39]=[CH:38][CH:37]=2)[CH:42]=[CH:43][C:34]=1[CH2:33][O:7][C:1]1[CH:6]=[C:5]2[C:4]([CH2:44][CH:45]([CH3:46])[C:8]2=[O:11])=[CH:3][CH:2]=1 |f:1.2.3,7.8|. Conditions: time 15 minute. Run in C(C)#N (acetonitrile), ClCCl.CO (dichloromethane methanol). Yields the product N1=C(C=CC2=CC=CC=C12)COC1=CC=C2CC(C(C2=C1)=O)C (6-(2-quinolinylmethoxy)-2-methyl-1-indanone). Procedure details: A mixture of the phenol (15. 1 6 g, 93.58 mmole) of Step D, powdered anhydrous potassium carbonate (12.93 g, 93.6 mmole), 18-crown-6 (2.47 g, 9.36 mmole) and dry acetonitrile (200 mL) is stirred at room temperature under a nitrogen for 15 minutes. 2-Chloromethylquinoline (free base, freshly prepared from 18.29 g or 102.96 mmole of the hydrochloride salt) is added in one portion and the mixture is placed in an oil bath heated at 65° C. for 11 hours (TLC, dichloromethane-methanol 9: 1, UV). The so... Starting materials: C(C)(C)(C)OC(=O)N[C@@H]1C(N(CC1)C=1C=CC=C2C=CC(=NC12)OC)=O ((S)-3-(tert-Butoxycarbonylamino)-1-(2-methoxyquinolin-8-yl)-2-oxopyrrolidine). Reaction SMILES: [C:1]([O:5][C:6]([NH:8][C@H:9]1[CH2:13][CH2:12][N:11]([C:14]2[CH:15]=[CH:16][CH:17]=[C:18]3[C:23]=2[N:22]=[C:21]([O:24]C)[CH:20]=[CH:19]3)[C:10]1=[O:26])=[O:7])([CH3:4])([CH3:3])[CH3:2]>CC(O)=O>[C:1]([O:5][C:6]([NH:8][C@H:9]1[CH2:13][CH2:12][N:11]([C:14]2[CH:15]=[CH:16][CH:17]=[C:18]3[C:23]=2[N:22]=[C:21]([OH:24])[CH:20]=[CH:19]3)[C:10]1=[O:26])=[O:7])([CH3:4])([CH3:2])[CH3:3]. Reaction conditions: temperature 120 celsius. Reported procedure: (S)-3-(tert-Butoxycarbonylamino)-1-(2-methoxyquinolin-8-yl)-2-oxopyrrolidine, as described above in Step F, (287 mg, 0.803 mmol) and KI (240 mg, 1.44 mmol) were dissolved in AcOH (10 mL) and heated to 120° C. for 1 hour. The reaction mixture was concentrated in vacuo, to yield the above-titled compound. The solvent is CC(=O)O (AcOH). The product is C(C)(C)(C)OC(=O)N[C@@H]1C(N(CC1)C=1C=CC=C2C=CC(=NC12)O)=O ((S)-3-(tert-Butoxycarbonylamino)-1-(2-hydroxyquinolin-8-yl)-2-oxopyrrolidine). The reactants are COC(CCCNCC(CCN1CCC(CC1)OC(NC1=C(C=CC=C1)C1=CC=CC=C1)=O)=O)=O (4-({3-[4-(biphenyl-2-ylcarbamoyloxy)piperidin-1-yl]-propionyl}methylamino)butyric acid methyl ester), [OH-].[Na+] (sodium hydroxide), Cl (hydrochloric acid). Solvent: C1CCOC1 (THF). Reaction conditions: time 8 hour. Product: C1(=C(C=CC=C1)NC(=O)OC1CCN(CC1)CCC(=O)CNCCCC(=O)O)C1=CC=CC=C1 (4-({3-[4-(Biphenyl-2-ylcarbamoyloxy)piperidin-1-yl]propionyl}methylamino)butyric Acid). As a reaction SMILES: C[O:2][C:3](=[O:35])[CH2:4][CH2:5][CH2:6][NH:7][CH2:8][C:9](=[O:34])[CH2:10][CH2:11][N:12]1[CH2:17][CH2:16][CH:15]([O:18][C:19](=[O:33])[NH:20][C:21]2[CH:26]=[CH:25][CH:24]=[CH:23][C:22]=2[C:27]2[CH:32]=[CH:31][CH:30]=[CH:29][CH:28]=2)[CH2:14][CH2:13]1.[OH-].[Na+].Cl>C1COCC1>[C:22]1([C:27]2[CH:28]=[CH:29][CH:30]=[CH:31][CH:32]=2)[CH:23]=[CH:24][CH:25]=[CH:26][C:21]=1[NH:20][C:19]([O:18][CH:15]1[CH2:14][CH2:13][N:12]([CH2:11][CH2:10][C:9]([CH2:8][NH:7][CH2:6][CH2:5][CH2:4][C:3]([OH:35])=[O:2])=[O:34])[CH2:17][CH2:16]1)=[O:33] |f:1.2|. Procedure: To a stirred solution of 4-({3-[4-(biphenyl-2-ylcarbamoyloxy)piperidin-1-yl]-propionyl}methylamino)butyric acid methyl ester (1.00 g, 2.08 mmol) in THF (10 mL) was added dropwise aqueous sodium hydroxide (1.0 M, 10.4 mL, 10.4 mmol) and the reaction mixture was stirred overnight at room temperature. LC-MS (Method 10-90) showed product was present (Rt 3.34 min; in/z 468.2 [M+H]+). The pH of the mixture was adjusted to pH 5 with aqueous hydrochloric acid (6 M) and the mixture was concentrated under... As a reaction SMILES: [C:1](#[N:2])[C:3]1([CH:16]([CH3:17])[CH3:18])[CH2:4][CH2:5][N:6]([C:9](=[O:10])[O:11][C:12]([CH3:13])([CH3:14])[CH3:15])[CH2:7][CH2:8]1.[CH3:21][CH2:22][OH:23].[NH4+:19].[OH-:20]>>[CH2:1]([NH2:2])[C:3]1([CH:16]([CH3:17])[CH3:18])[CH2:4][CH2:5][N:6]([C:9](=[O:10])[O:11][C:12]([CH3:13])([CH3:14])[CH3:15])[CH2:7][CH2:8]1. Starting materials: CC(C)C1(C#N)CCN(C(=O)OC(C)(C)C)CC1, CCO, [NH4+], [OH-]. Yields the product CC(C)C1(CN)CCN(C(=O)OC(C)(C)C)CC1. Reactants: C(C)(C)N(CC)C(C)C (diisopropylethylamine), ClC1=NC=C(C#N)C=C1 (6-chloronicotinonitrile), C(C)(C)(C)OC(=O)C1CNCC1 (3-tert-butyloxycarbonylpyrrolidine), CN(C)C=O (DMF). The solvent is ClCCl (dichloromethane). Run at time 3 day. The product is C(C)(C)(C)OC(NC1CN(CC1)C1=NC=C(C=C1)C#N)=O ([1-(5-cyanopyridin-2-yl)-pyrrolidin-3-yl]-carbamic acid tert-butyl ester). Yield: 78.0%. RXN SMILES: [CH:1]([N:4]([CH:7]([CH3:9])C)[CH2:5][CH3:6])([CH3:3])C.ClC1C=[CH:17][C:14]([C:15]#[N:16])=[CH:13][N:12]=1.[C:19]([O:23][C:24](C1CCNC1)=[O:25])([CH3:22])([CH3:21])[CH3:20].C[N:32](C=O)C>ClCCl>[C:19]([O:23][C:24](=[O:25])[NH:32][CH:9]1[CH2:6][CH2:5][N:4]([C:1]2[CH:3]=[CH:17][C:14]([C:15]#[N:16])=[CH:13][N:12]=2)[CH2:7]1)([CH3:22])([CH3:21])[CH3:20]. Procedure: Stir a solution of diisopropylethylamine (9.5 mL, 54.3 mmol), 6-chloronicotinonitrile (5 g, 36.2 mmol) and 3-tert-butyloxycarbonylpyrrolidine (10 g, 54.3 mmol) in DMF (10 mL). After 3 days, dilute with dichloromethane and an aqueous saturated solution of sodium bicarbonate and separate the layers. Extract the aqueous layer once with dichloromethane, dry (sodium sulfate), filter and concentrate. Filter through a plug of silica gel, wash with dichloromethane and concentrate to give [1-(5-cyanopyri... Reactants: BrC1=CC(=C(C=C1)C1=CC(=CC=C1)O)C (4′-bromo-2′-methylbiphenyl-3-ol), BrCC=1C=C(C(C(=O)OC)=CC1)C(=O)OC (dimethyl 4-bromomethylphthalate), C([O-])([O-])=O.[K+].[K+] (potassium carbonate). Reaction SMILES: Br[C:2]1[CH:7]=[CH:6][C:5]([C:8]2[CH:13]=[CH:12][CH:11]=[C:10]([OH:14])[CH:9]=2)=[C:4]([CH3:15])[CH:3]=1.Br[CH2:17][C:18]1[CH:19]=[C:20]([C:28]([O:30]C)=O)[C:21](=[CH:26][CH:27]=1)[C:22]([O:24]C)=O.[C:32](=[O:35])([O-])[O-].[K+].[K+]>>[OH:30][CH2:28][C:20]1[CH:19]=[C:18]([CH:27]=[CH:26][C:21]=1[CH2:22][OH:24])[CH2:17][O:14][C:10]1[CH:9]=[C:8]([C:5]2[CH:6]=[CH:7][C:2]([CH:32]([OH:35])[C:4]([CH3:15])([CH3:5])[CH3:3])=[CH:3][C:4]=2[CH3:15])[CH:13]=[CH:12][CH:11]=1 |f:2.3.4|. Reported procedure: In a manner similar to that of Example 1(i), by reaction of 11.8 g (44.8 mmol) of 4′-bromo-2′-methylbiphenyl-3-ol with 14.2 g (49 mmol) of dimethyl 4-bromomethylphthalate and 6.5 g (47 mmol) of potassium carbonate, the desired product is obtained in the form of a yellow oil (m=16.4 g; Y=78%). The product is OCC=1C=C(COC=2C=C(C=CC2)C2=C(C=C(C=C2)C(C(C)(C)C)O)C)C=CC1CO (1-[3′-(3, 4-Bis-hydroxymethylbenzyloxy)-2-methylbiphenyl-4-yl]-2,2-dimethyl-1-propanol). The solvent is CN(C)C=O (DMF). The reactants are CN1C(=CC(=C1)NC(=O)C=1N(C=C(C1)NC(=O)C=1N(C=C(C1)[N+](=O)[O-])C)C)C(=O)O (1-methyl-4-[1-methyl-4-[1-methyl-4-nitropyrrole-2-carboxamido]pyrrole-2-carboxamido]pyrrole-2-carboxylic acid), Cl.Cl.NCCNC(=N)N (2-aminoethylguanidine dihydrochloride), O.ON1N=NC2=C1C=CC=C2 (1-hydroxybenzotriazole hydrate), C([O-])(O)=O.[Na+] (sodium bicarbonate). Isolated yield 105.0%. As a reaction SMILES: [CH3:1][N:2]1[CH:6]=[C:5]([NH:7][C:8]([C:10]2[N:11]([CH3:27])[CH:12]=[C:13]([NH:15][C:16]([C:18]3[N:19]([CH3:26])[CH:20]=[C:21]([N+:23]([O-:25])=[O:24])[CH:22]=3)=[O:17])[CH:14]=2)=[O:9])[CH:4]=[C:3]1[C:28](O)=[O:29].[ClH:31].Cl.[NH2:33][CH2:34][CH2:35][NH:36][C:37]([NH2:39])=[NH:38].O.ON1C2C=CC=CC=2N=N1.C(=O)(O)[O-].[Na+]>CN(C=O)C>[ClH:31].[CH3:1][N:2]1[CH:6]=[C:5]([NH:7][C:8]([C:10]2[N:11]([CH3:27])[CH:12]=[C:13]([NH:15][C:16]([C:18]3[N:19]([CH3:26])[CH:20]=[C:21]([N+:23]([O-:25])=[O:24])[CH:22]=3)=[O:17])[CH:14]=2)=[O:9])[CH:4]=[C:3]1[C:28]([NH:33][CH2:34][CH2:35][NH:36][C:37]([NH2:39])=[NH:38])=[O:29] |f:1.2.3,4.5,6.7,9.10|. Yields the product Cl.CN1C(=CC(=C1)NC(=O)C=1N(C=C(C1)NC(=O)C=1N(C=C(C1)[N+](=O)[O-])C)C)C(=O)NCCNC(=N)N (2-[1-methyl-4-[1-methyl-4-[1-methyl-4-nitropyrrole-2-carboxamido]pyrrole-2-carboxamido]pyrrole-2-carboxamido]ethylguanidine hydrochloride). Reported procedure: A solution of 1-methyl-4-[1-methyl-4-[1-methyl-4-nitropyrrole-2-carboxamido]pyrrole-2-carboxamido]pyrrole-2-carboxylic acid (590 mg) (prepared as reported in Tetrahedron 34, 2389-2391, 1978) in 20 ml of DMF, 2-aminoethylguanidine dihydrochloride (500 mg), 1-hydroxybenzotriazole hydrate (350 mg), dicycloexylcarbodiimide (880 mg), and sodium bicarbonate (385 mg) was stirred at 70° C. for 4 hours. The solution obtained after filtration was evaporated in vacuo and the residue purified by flash chrom...